From a dataset of the Open Reaction Database (ORD), a public repository of structured organic reaction records. describe an organic reaction: reactants, conditions, products, and yield The reactants are B(Br)(Br)Br (Boron tribromide), solution, BrC1=C2C=CNC2=CC=C1OC (4-bromo-5-methoxyindole). Solvent: ClCCl (dichloromethane), ClCCl (dichloromethane), ClCCl (dichloromethane). Run at time 1 hour. The product is BrC1=C2C=CNC2=CC=C1O (4-bromo-5-hydroxyindole). Isolated yield 58.0%. Reaction SMILES: [Br:1][C:2]1[C:10]([O:11]C)=[CH:9][CH:8]=[C:7]2[C:3]=1[CH:4]=[CH:5][NH:6]2.B(Br)(Br)Br>ClCCl>[Br:1][C:2]1[C:10]([OH:11])=[CH:9][CH:8]=[C:7]2[C:3]=1[CH:4]=[CH:5][NH:6]2. Procedure: A solution of 4-bromo-5-methoxyindole (540 mg, 2.4 mmol) in dichloromethane (12 ml) was cooled to −40° C. under an atmosphere of nitrogen. Boron tribromide (4.8 ml of a 1M solution in dichloromethane, 4.8 mmol) was added dropwise then the mixture warmed to ambient temperature and stirred for 1 hour. The mixture was diluted with dichloromethane (5 ml) and washed with 2M aqueous hydrochloric acid (3 ml). The organic layer was separated, dried (MgSO4) and evaporated to give a dark oil. This was pur... Reactants: O[C@H]1C[C@@H]2CC[C@H]3[C@@H]4CC[C@H](C(C=C)=O)[C@]4(CC([C@@H]3[C@]2(CC1)C)=O)C (3α-Hydroxy-21-methylene-5α-pregnane-11,20-dione). The reagents and catalysts are [Pd] (palladium on carbon). The solvent is C(C)(=O)OCC (ethyl acetate). Yields the product O[C@H]1C[C@@H]2CC[C@H]3[C@@H]4CC[C@H](C(CC)=O)[C@]4(CC([C@@H]3[C@]2(CC1)C)=O)C (3α-Hydroxy-21-methyl-5α-pregnane-11,20-dione). Isolated yield 93.6%. RXN SMILES: [OH:1][C@@H:2]1[CH2:22][CH2:21][C@@:20]2([CH3:23])[C@@H:4]([CH2:5][CH2:6][C@@H:7]3[C@@H:19]2[C:18](=[O:24])[CH2:17][C@@:16]2([CH3:25])[C@H:8]3[CH2:9][CH2:10][C@@H:11]2[C:12](=[O:15])[CH:13]=[CH2:14])[CH2:3]1>[Pd].C(OCC)(=O)C>[OH:1][C@@H:2]1[CH2:22][CH2:21][C@@:20]2([CH3:23])[C@@H:4]([CH2:5][CH2:6][C@@H:7]3[C@@H:19]2[C:18](=[O:24])[CH2:17][C@@:16]2([CH3:25])[C@H:8]3[CH2:9][CH2:10][C@@H:11]2[C:12](=[O:15])[CH2:13][CH3:14])[CH2:3]1. Reported procedure: 3α-Hydroxy-21-methylene-5α-pregnane-11,20-dione(850 mg) was hydrogenated over 10% palladium on carbon catalyst (80 mg) in ethyl acetate for 1 hour. The catalyst was filtered off and the solvent removed in vacuo to give title compound (800 mg) as a white solid identical with the material of Example 1. Reactants: [Br-], FC(F)Oc1c(Cl)cc(Br)cc1Cl, CN(C)C=O, C=C([Zn+])C(F)(F)F, C1CCOC1, O. Product: C=C(c1cc(Cl)c(OC(F)F)c(Cl)c1)C(F)(F)F. RXN SMILES: [Br-:6].[Br:14][c:15]1[cH:16][c:17]([Cl:26])[c:18]([O:22][CH:23]([F:24])[F:25])[c:19]([Cl:21])[cH:20]1.[CH3:28][N:29]([CH3:30])[CH:31]=[O:32].[F:7][C:8]([C:9](=[CH2:10])[Zn+:11])([F:12])[F:13].[O:1]1[CH2:2][CH2:3][CH2:4][CH2:5]1.[OH2:27]>>[F:7][C:8]([C:9](=[CH2:10])[c:15]1[cH:16][c:17]([Cl:26])[c:18]([O:22][CH:23]([F:24])[F:25])[c:19]([Cl:21])[cH:20]1)([F:12])[F:13].